Dataset: the Open Reaction Database (ORD), a public repository of structured organic reaction records. Task: describe an organic reaction: reactants, conditions, products, and yield The reactants are C(#N)[BH3-].[Na+] (sodium cyanoborohydride), CS(=O)(=O)OC1=CC=C(C=C1)CCOC1=CC=C(C=C1)C=NO (4-{2-[4-(hydroxyiminomethyl)phenoxy]ethyl}phenyl methanesulfonate), [OH-].[Na+] (sodium hydroxide), Cl.O1CCOCC1 (hydrochloric acid dioxane). Reagents/catalysts: CN(C)C=1C=CC(=CC1)N=NC=2C=CC(=CC2)S(=O)(=O)O (methyl orange). Run in O (water), CO (methanol), O1CCCC1 (tetrahydrofuran), O (water). The product is CS(=O)(=O)OC1=CC=C(C=C1)CCOC1=CC=C(C=C1)CNO (4-(2-{4-[Hydroxyaminomethyl]phenoxy}ethyl)phenyl methanesulfonate). The yield is 59.3%. As a reaction SMILES: C([BH3-])#N.[Na+].[CH3:5][S:6]([O:9][C:10]1[CH:15]=[CH:14][C:13]([CH2:16][CH2:17][O:18][C:19]2[CH:24]=[CH:23][C:22]([CH:25]=[N:26][OH:27])=[CH:21][CH:20]=2)=[CH:12][CH:11]=1)(=[O:8])=[O:7].Cl.O1CCOCC1.[OH-].[Na+]>CO.O1CCCC1.CN(C1C=CC(N=NC2C=CC(S(O)(=O)=O)=CC=2)=CC=1)C.O>[CH3:5][S:6]([O:9][C:10]1[CH:15]=[CH:14][C:13]([CH2:16][CH2:17][O:18][C:19]2[CH:20]=[CH:21][C:22]([CH2:25][NH:26][OH:27])=[CH:23][CH:24]=2)=[CH:12][CH:11]=1)(=[O:8])=[O:7] |f:0.1,3.4,5.6|. Reported procedure: 1.88 g (30 mmole) sodium cyanoborohydride was added to a solution of 2.0 g (6 mmole) 4-{2-[4-(hydroxyiminomethyl)phenoxy]ethyl}phenyl methanesulfonate in 90 ml methanol and 18 ml tetrahydrofuran. Gas evolution was observed. 5 mg methyl orange was added resulting in a yellow colour. 4 M hydrochloric acid:dioxane (2:1) was added dropwise until the color was dark red (pH 2-3). The reaction mixture was poured into water, basified with 2 M sodium hydroxide (pH 9). More water was added and the product...